The task is: describe an organic reaction: reactants, conditions, products, and yield. This data is from the Open Reaction Database (ORD), a public repository of structured organic reaction records. Starting materials: CC(C)(C)OC(=O)N1CCN(Cc2ccc(NC(=O)c3cccc4cc(Oc5cc(Cl)ncn5)ccc34)cc2C(F)(F)F)CC1, O=C([O-])[O-], CC(N)=O, [Cs+], [Cs+], O=C(C=Cc1ccccc1)C=Cc1ccccc1, C1COCCO1, O=C(C=Cc1ccccc1)C=Cc1ccccc1, O=C(C=Cc1ccccc1)C=Cc1ccccc1, O, [Pd], [Pd]. Product: CC(=O)Nc1cc(Oc2ccc3c(C(=O)Nc4ccc(CN5CCN(C(=O)OC(C)(C)C)CC5)c(C(F)(F)F)c4)cccc3c2)ncn1. Reaction SMILES: [C:1]([CH3:2])([CH3:3])([CH3:4])[O:5][C:6](=[O:7])[N:8]1[CH2:9][CH2:10][N:11]([CH2:14][c:15]2[c:16]([C:42]([F:43])([F:44])[F:45])[cH:17][c:18]([NH:21][C:22](=[O:23])[c:24]3[cH:25][cH:26][cH:27][c:28]4[cH:29][c:30]([O:34][c:35]5[n:36][cH:37][n:38][c:39]([Cl:41])[cH:40]5)[cH:31][cH:32][c:33]34)[cH:19][cH:20]2)[CH2:12][CH2:13]1.[C:50](=[O:51])([O-:52])[O-:53].[CH3:46][C:47]([NH2:48])=[O:49].[Cs+:54].[Cs+:55].[O:101]=[C:102]([CH:103]=[CH:104][c:105]1[cH:106][cH:107][cH:108][cH:109][cH:110]1)[CH:111]=[CH:112][c:113]1[cH:114][cH:115][cH:116][cH:117][cH:118]1.[O:56]1[CH2:57][CH2:58][O:59][CH2:60][CH2:61]1.[O:65]=[C:66]([CH:67]=[CH:68][c:69]1[cH:70][cH:71][cH:72][cH:73][cH:74]1)[CH:75]=[CH:76][c:77]1[cH:78][cH:79][cH:80][cH:81][cH:82]1.[O:83]=[C:84]([CH:85]=[CH:86][c:87]1[cH:88][cH:89][cH:90][cH:91][cH:92]1)[CH:93]=[CH:94][c:95]1[cH:96][cH:97][cH:98][cH:99][cH:100]1.[OH2:62].[Pd:63].[Pd:64]>>[C:1]([CH3:2])([CH3:3])([CH3:4])[O:5][C:6](=[O:7])[N:8]1[CH2:9][CH2:10][N:11]([CH2:14][c:15]2[c:16]([C:42]([F:43])([F:44])[F:45])[cH:17][c:18]([NH:21][C:22](=[O:23])[c:24]3[cH:25][cH:26][cH:27][c:28]4[cH:29][c:30]([O:34][c:35]5[n:36][cH:37][n:38][c:39]([NH:48][C:47]([CH3:46])=[O:49])[cH:40]5)[cH:31][cH:32][c:33]34)[cH:19][cH:20]2)[CH2:12][CH2:13]1. Reactants: N1(CCNCC1)C=1C=CC=2N(N1)C(=NN2)C(F)(F)F (6-(piperazin-1-yl)-3-(trifluoromethyl)-[1,2,4]triazolo[4,3-b]pyridazine), FC(OC1=CC=C(C=O)C=C1)F (4-(difluoromethoxy)benzaldehyde). Product: FC(OC1=CC=C(C=C1)CN1CCN(CC1)C=1C=CC=2N(N1)C(=NN2)C(F)(F)F)F (6-[4-[[4-(difluoromethoxy)phenyl]methyl]piperazin-1-yl]-3-(trifluoromethyl)-[1,2,4]triazolo[4,3-b]pyridazine). As a reaction SMILES: [N:1]1([C:7]2[CH:8]=[CH:9][C:10]3[N:11]([C:13]([C:16]([F:19])([F:18])[F:17])=[N:14][N:15]=3)[N:12]=2)[CH2:6][CH2:5][NH:4][CH2:3][CH2:2]1.[F:20][CH:21]([F:31])[O:22][C:23]1[CH:30]=[CH:29][C:26]([CH:27]=O)=[CH:25][CH:24]=1>>[F:20][CH:21]([F:31])[O:22][C:23]1[CH:30]=[CH:29][C:26]([CH2:27][N:4]2[CH2:3][CH2:2][N:1]([C:7]3[CH:8]=[CH:9][C:10]4[N:11]([C:13]([C:16]([F:17])([F:18])[F:19])=[N:14][N:15]=4)[N:12]=3)[CH2:6][CH2:5]2)=[CH:25][CH:24]=1. Reported procedure: Reductive amination of 6-(piperazin-1-yl)-3-(trifluoromethyl)-[1,2,4]triazolo[4,3-b]pyridazine with 4-(difluoromethoxy)benzaldehyde was carried out according to General Synthetic Method 7. The crude product was purified by hplc using a Waters XBridge Prep C18 OBD column, 5μ silica, 30 mm diameter, 100 mm length eluted with decreasingly polar mixtures of water (containing 0.1% aqueous ammonia) and acetonitrile as eluents to give 6-[4-[[4-(difluoromethoxy)phenyl]methyl]piperazin-1-yl]-3-(trifluoro...